The task is: describe an organic reaction: reactants, conditions, products, and yield. This data is from the Open Reaction Database (ORD), a public repository of structured organic reaction records. Reactants: Cc1cccc(N2CCNCC2)c1C, O=C(OC(Cl)(Cl)Cl)OC(Cl)(Cl)Cl, ClCCl, c1ccncc1. The product is Cc1cccc(N2CCN(C(=O)Cl)CC2)c1C. Reaction SMILES: [CH3:1][c:2]1[c:3]([N:9]2[CH2:10][CH2:11][NH:12][CH2:13][CH2:14]2)[cH:4][cH:5][cH:6][c:7]1[CH3:8].[Cl:15][C:16]([Cl:17])([O:18][C:19](=[O:20])[O:21][C:22]([Cl:23])([Cl:24])[Cl:25])[Cl:26].[Cl:33][CH2:34][Cl:35].[cH:27]1[cH:28][cH:29][n:30][cH:31][cH:32]1>>[CH3:1][c:2]1[c:3]([N:9]2[CH2:10][CH2:11][N:12]([C:16]([Cl:15])=[O:18])[CH2:13][CH2:14]2)[cH:4][cH:5][cH:6][c:7]1[CH3:8]. Reactants: COC(C1=CC=C(C=C1)S)=O (4-mercapto-benzoic acid methyl ester), C([O-])([O-])=O.[K+].[K+] (potassium carbonate), N1=CC=C(C=C1)CCCOS(=O)(=O)C (methanesulfonic acid 3-pyridin-4-yl-propyl ester), N1=CC=C(C=C1)CCCOS(=O)(=O)C (methanesulfonic acid 3-pyridin-4-yl-propyl ester). The solvent is CN(C=O)C (dimethylformamide). Conditions: temperature 100 celsius. The product is COC(C1=CC=C(C=C1)SCCCC1=CC=NC=C1)=O (4-(3-Pyridin-4-yl-propylsulfanyl)-benzoic acid methyl ester). Isolated yield 22.0%. RXN SMILES: [CH3:1][O:2][C:3](=[O:11])[C:4]1[CH:9]=[CH:8][C:7]([SH:10])=[CH:6][CH:5]=1.C(=O)([O-])[O-].[K+].[K+].[N:18]1[CH:23]=[CH:22][C:21]([CH2:24][CH2:25][CH2:26]OS(C)(=O)=O)=[CH:20][CH:19]=1>CN(C)C=O>[CH3:1][O:2][C:3](=[O:11])[C:4]1[CH:9]=[CH:8][C:7]([S:10][CH2:26][CH2:25][CH2:24][C:21]2[CH:22]=[CH:23][N:18]=[CH:19][CH:20]=2)=[CH:6][CH:5]=1 |f:1.2.3|. Reported procedure: To a stirring solution of 4-mercapto-benzoic acid methyl ester (506 mg, 3.01 mmol) and potassium carbonate (1.245 g, 9.01 mmol) in dimethylformamide (10 mL), is added methanesulfonic acid 3-pyridin-4-yl-propyl ester (See Intermediate 14) in dicholoromethane (11 mL, 2.73 mmol). The dichloromethane is removed in vacuo and then the reaction is heated to 100° C. for 4 h. The reaction is allowed to cool to room temperature and washed with water while extracting with ethyl acetate. The organic portion... Starting materials: CCc1c(C=COC)cccc1-c1nsc(-c2cnc(OC(C)C)c(Cl)c2)n1, Cl, C1CCOC1. The product is CCc1c(CC=O)cccc1-c1nsc(-c2cnc(OC(C)C)c(Cl)c2)n1. RXN SMILES: [Cl:1][c:2]1[c:3]([O:25][CH:26]([CH3:27])[CH3:28])[n:4][cH:5][c:6](-[c:8]2[n:9][c:10](-[c:13]3[c:14]([CH2:23][CH3:24])[c:15]([CH:19]=[CH:20][O:21][CH3:22])[cH:16][cH:17][cH:18]3)[n:11][s:12]2)[cH:7]1.[ClH:29].[O:30]1[CH2:31][CH2:32][CH2:33][CH2:34]1>>[Cl:1][c:2]1[c:3]([O:25][CH:26]([CH3:27])[CH3:28])[n:4][cH:5][c:6](-[c:8]2[n:9][c:10](-[c:13]3[c:14]([CH2:23][CH3:24])[c:15]([CH2:19][CH:20]=[O:21])[cH:16][cH:17][cH:18]3)[n:11][s:12]2)[cH:7]1. Reactants: O=C([O-])[O-], CN(C)C=O, O=C1c2c(Cl)cccc2-n2cnc(C(=O)n3ccnc3)c2C2CCCN12, [K+], [K+], O, Oc1ccc(Cl)cc1. The product is O=C(Oc1ccc(Cl)cc1)c1ncn2c1C1CCCN1C(=O)c1c(Cl)cccc1-2. RXN SMILES: [C:27](=[O:28])([O-:29])[O-:30].[CH3:41][N:42]([CH3:43])[CH:44]=[O:45].[Cl:1][c:2]1[cH:3][cH:4][cH:5][c:6]2[c:7]1[C:8](=[O:26])[N:9]1[CH:10]([c:11]3[n:12]-2[cH:13][n:14][c:15]3[C:16](=[O:17])[n:18]2[cH:19][cH:20][n:21][cH:22]2)[CH2:23][CH2:24][CH2:25]1.[K+:31].[K+:32].[OH2:46].[OH:33][c:34]1[cH:35][cH:36][c:37]([Cl:38])[cH:39][cH:40]1>>[Cl:1][c:2]1[cH:3][cH:4][cH:5][c:6]2[c:7]1[C:8](=[O:26])[N:9]1[CH:10]([c:11]3[n:12]-2[cH:13][n:14][c:15]3[C:16](=[O:17])[O:33][c:34]2[cH:35][cH:36][c:37]([Cl:38])[cH:39][cH:40]2)[CH2:23][CH2:24][CH2:25]1. The reactants are C=CCNC(C)=O, N, O, OCCS. Yields the product CC(=O)NCCCSCCO. As a reaction SMILES: [CH2:3]([CH:4]=[CH2:5])[NH:6][C:7]([CH3:8])=[O:9].[N:1].[O:2].[OH:10][CH2:11][CH2:12][SH:13]>>[CH2:3]([CH2:4][CH2:5][S:13][CH2:12][CH2:11][OH:10])[NH:6][C:7]([CH3:8])=[O:9]. The reactants are OC=1C=C(C=O)C=CC1 (3-hydroxybenzaldehyde), CC(C)([O-])C.[K+] (potassium t-butoxide), BrC(C)C1=CC=CC=C1 ((1-Bromoethyl)benzene). Solvent: [Cl-].[Na+].O (brine), CS(=O)C (DMSO). Run at time 20 minute. Product: C1(=CC=CC=C1)C(C)OC=1C=C(C=O)C=CC1 (3-(1-phenylethoxy)benzaldehyde). The yield is 60.2%. Reaction SMILES: [OH:1][C:2]1[CH:3]=[C:4]([CH:7]=[CH:8][CH:9]=1)[CH:5]=[O:6].CC(C)([O-])C.[K+].Br[CH:17]([C:19]1[CH:24]=[CH:23][CH:22]=[CH:21][CH:20]=1)[CH3:18]>CS(C)=O.[Cl-].[Na+].O>[C:19]1([CH:17]([O:1][C:2]2[CH:3]=[C:4]([CH:7]=[CH:8][CH:9]=2)[CH:5]=[O:6])[CH3:18])[CH:24]=[CH:23][CH:22]=[CH:21][CH:20]=1 |f:1.2,5.6.7|. Procedure: To a solution of 3-hydroxybenzaldehyde (5.28 g, 43.2 mmol) in DMSO (80 mls) was added potassium t-butoxide (5.58 g, 49.7 mmol) and the mixture was stirred for 20 mins. (1-Bromoethyl)benzene (10.00 g, 54 mmol) was then added dropwise and the reaction was stirred for 18 hrs. It was then diluted with brine (250 mls) and extracted with ethylacetate (3×250 mls). The organics were combined, dried with MgSO4 and concentrated. The resulting residue was chromatographed (silica gel, hexanes:ether, 92.5:7....